From a dataset of the Open Reaction Database (ORD), a public repository of structured organic reaction records. describe an organic reaction: reactants, conditions, products, and yield Starting materials: COC(=O)c1ccc2c(C3CCCCC3)c(Br)n(CC(=O)OC(C)(C)C)c2c1, O=C([O-])[O-], [Na+], [Na+], C1COCCO1, OB(O)c1ccccc1, Cl[Pd]Cl, c1ccc(P(c2ccccc2)c2ccccc2)cc1, c1ccc(P(c2ccccc2)c2ccccc2)cc1. Product: COC(=O)c1ccc2c(C3CCCCC3)c(-c3ccccc3)n(CC(=O)OC(C)(C)C)c2c1. RXN SMILES: [Br:1][c:2]1[n:3]([CH2:21][C:22](=[O:23])[O:24][C:25]([CH3:26])([CH3:27])[CH3:28])[c:4]2[cH:5][c:6]([C:17](=[O:18])[O:19][CH3:20])[cH:7][cH:8][c:9]2[c:10]1[CH:11]1[CH2:12][CH2:13][CH2:14][CH2:15][CH2:16]1.[C:29](=[O:30])([O-:31])[O-:32].[Na+:33].[Na+:34].[O:44]1[CH2:45][CH2:46][O:47][CH2:48][CH2:49]1.[OH:35][B:36]([OH:37])[c:38]1[cH:39][cH:40][cH:41][cH:42][cH:43]1.[Pd:50]([Cl:51])[Cl:52].[c:53]1([P:54]([c:55]2[cH:56][cH:57][cH:58][cH:59][cH:60]2)[c:61]2[cH:62][cH:63][cH:64][cH:65][cH:66]2)[cH:67][cH:68][cH:69][cH:70][cH:71]1.[c:72]1([P:73]([c:74]2[cH:75][cH:76][cH:77][cH:78][cH:79]2)[c:80]2[cH:81][cH:82][cH:83][cH:84][cH:85]2)[cH:86][cH:87][cH:88][cH:89][cH:90]1>>[c:2]1(-[c:38]2[cH:39][cH:40][cH:41][cH:42][cH:43]2)[n:3]([CH2:21][C:22](=[O:23])[O:24][C:25]([CH3:26])([CH3:27])[CH3:28])[c:4]2[cH:5][c:6]([C:17](=[O:18])[O:19][CH3:20])[cH:7][cH:8][c:9]2[c:10]1[CH:11]1[CH2:12][CH2:13][CH2:14][CH2:15][CH2:16]1. Starting materials: FC(C(=O)O)(F)F (trifluoroacetic acid), C(C)(C)(C)OC(NC1=C(C=CC=C1)N1N=C(NC1=O)C(NC1=CC=C(C=C1)C1=NOC(=N1)C)C1=C(C(=CC(=C1)CC)OCC(N(C)C)=O)F)=O ([2-(3-{(3-dimethylcarbamoylmethoxy-5-ethyl-2-fluorophenyl)-[4-(5-methyl-[1,2,4]oxadiazol-3-yl)phenylamino]methyl}-5-oxo-4,5-dihydro-1H-[1,2,4]triazol-1-yl)phenyl]carbamic acid t-butyl ester). The solvent is ClCCl (dichloromethane). Reaction conditions: time 4 hour. Yields the product NC1=C(C=CC=C1)N1N=C(NC1=O)C(C=1C(=C(OCC(=O)N(C)C)C=C(C1)CC)F)NC1=CC=C(C=C1)C1=NOC(=N1)C (3-{[1-(2-aminophenyl)-5-oxo-4,5-dihydro-1H-[1,2,4]triazol-3-yl]-[4-(5-methyl-[1,2,4]oxadiazol-3-yl)phenylamino]methyl}-5-ethyl-2-fluorophenoxy-N,N-dimethylacetamide). Yield: 86.7%. RXN SMILES: FC(F)(F)C(O)=O.C(OC(=O)[NH:14][C:15]1[CH:20]=[CH:19][CH:18]=[CH:17][C:16]=1[N:21]1[C:25](=[O:26])[NH:24][C:23]([CH:27]([C:41]2[CH:46]=[C:45]([CH2:47][CH3:48])[CH:44]=[C:43]([O:49][CH2:50][C:51](=[O:55])[N:52]([CH3:54])[CH3:53])[C:42]=2[F:56])[NH:28][C:29]2[CH:34]=[CH:33][C:32]([C:35]3[N:39]=[C:38]([CH3:40])[O:37][N:36]=3)=[CH:31][CH:30]=2)=[N:22]1)(C)(C)C>ClCCl>[NH2:14][C:15]1[CH:20]=[CH:19][CH:18]=[CH:17][C:16]=1[N:21]1[C:25](=[O:26])[NH:24][C:23]([CH:27]([NH:28][C:29]2[CH:30]=[CH:31][C:32]([C:35]3[N:39]=[C:38]([CH3:40])[O:37][N:36]=3)=[CH:33][CH:34]=2)[C:41]2[C:42]([F:56])=[C:43]([CH:44]=[C:45]([CH2:47][CH3:48])[CH:46]=2)[O:49][CH2:50][C:51]([N:52]([CH3:54])[CH3:53])=[O:55])=[N:22]1. Reported procedure: After adding 2 ml of trifluoroacetic acid to a solution of 0.135 g of [2-(3-{(3-dimethylcarbamoylmethoxy-5-ethyl-2-fluorophenyl)-[4-(5-methyl-[1,2,4]oxadiazol-3-yl)phenylamino]methyl}-5-oxo-4,5-dihydro-1H-[1,2,4]triazol-1-yl)phenyl]carbamic acid t-butyl ester in 10 ml of dichloromethane, the reaction mixture was stirred at room temperature for 4 hours, and the solvent was removed under reduced pressure. Next, 50 ml of ethyl acetate and 5 ml of 5% aqueous potassium carbonate were added to the res... The reactants are CN(C)C=O, CCOC(C)=O, COc1ccc(-c2cc(=O)c3c(OC)cc(OCP(=O)(C(C)C)C(C)C)cc3o2)cc1OC, [N-]=[N+]=[N-], [Na+], O. Product: COc1ccc(-c2cc(=O)c3c(OC)cc(OCP(=O)(O)C(C)C)cc3o2)cc1OC. As a reaction SMILES: [CH3:38][N:39]([CH3:40])[CH:42]=[O:41].[CH3:43][CH2:44][O:45][C:46](=[O:47])[CH3:48].[CH:1]([CH3:2])([CH3:3])[P:4](=[O:5])([CH:6]([CH3:7])[CH3:8])[CH2:9][O:10][c:11]1[cH:12][c:13]([O:32][CH3:33])[c:14]2[c:15](=[O:31])[cH:16][c:17](-[c:21]3[cH:22][c:23]([O:29][CH3:30])[c:24]([O:27][CH3:28])[cH:25][cH:26]3)[o:18][c:19]2[cH:20]1.[N-:35]=[N+:36]=[N-:37].[Na+:34].[OH2:49]>>[P:4]([OH:5])([CH:6]([CH3:7])[CH3:8])([CH2:9][O:10][c:11]1[cH:12][c:13]([O:32][CH3:33])[c:14]2[c:15](=[O:31])[cH:16][c:17](-[c:21]3[cH:22][c:23]([O:29][CH3:30])[c:24]([O:27][CH3:28])[cH:25][cH:26]3)[o:18][c:19]2[cH:20]1)=[O:41]. The reactants are N1=CC=CC2=CC(=CC=C12)NC(=O)C1=CSC2=C1N=C(N=C2)Cl (2-chloro-thieno[3,2-d]pyrimidine-7-carboxylic acid quinolin-6-ylamide), [C@@H]1([C@H](CCCC1)N)N (cis-cyclohexane-1,2-diamine), O (Water), ClCCl (dichloromethane). Run in O1CCOCC1 (dioxane). Product: N1=CC=CC2=CC(=CC=C12)NC(=O)C1=CSC2=C1N=C(N=C2)N[C@H]2[C@H](CCCC2)N (2-(cis-2-amino-cyclohexylamino)-thieno[3,2-d]pyrimidine-7-carboxylic acid quinolin-6-ylamide). Isolated yield 55.4%. As a reaction SMILES: [N:1]1[C:10]2[C:5](=[CH:6][C:7]([NH:11][C:12]([C:14]3[C:18]4[N:19]=[C:20](Cl)[N:21]=[CH:22][C:17]=4[S:16][CH:15]=3)=[O:13])=[CH:8][CH:9]=2)[CH:4]=[CH:3][CH:2]=1.[C@@H:24]1([NH2:31])[CH2:29][CH2:28][CH2:27][CH2:26][C@@H:25]1[NH2:30].O.ClCCl>O1CCOCC1>[N:1]1[C:10]2[C:5](=[CH:6][C:7]([NH:11][C:12]([C:14]3[C:18]4[N:19]=[C:20]([NH:30][C@@H:25]5[CH2:26][CH2:27][CH2:28][CH2:29][C@@H:24]5[NH2:31])[N:21]=[CH:22][C:17]=4[S:16][CH:15]=3)=[O:13])=[CH:8][CH:9]=2)[CH:4]=[CH:3][CH:2]=1. Procedure: To a solution of 0.0794 g (0.233 mmole) 2-chloro-thieno[3,2-d]pyrimidine-7-carboxylic acid quinolin-6-ylamide in 2.33 mL of dioxane was added 0.168 mL (1.4 mmole) of cis-cyclohexane-1,2-diamine. The mixture was heated at 100 degrees for 2 hours. Water and dichloromethane were added, separated. The aqueous layer was washed with dichloromethane twice. The organic layer was washed with aqueous sodium carbonate, brine, dried over anhydrous sodium sulfate, filtered and concentrated under reduced pres... Reactants: O=[N+]([O-])c1cc(I)c(O)c(OCc2ccccc2)c1, CCOCC1COc2c(I)cc([N+](=O)[O-])cc2O1, CCOCC1COc2c(cc([N+](=O)[O-])cc2C(F)(F)F)O1, CN(C)C=O, [Cu], O=[N+]([O-])c1cc(I)c2c(c1)OC(CO)CO2, [Pd]. Product: CCOCC1COc2c(cc(N)cc2C(F)(F)F)O1. Reaction SMILES: [CH2:1]([O:2][c:3]1[cH:4][c:5]([N+:6]([O-:7])=[O:8])[cH:9][c:10]([I:11])[c:12]1[OH:13])[c:14]1[cH:15][cH:16][cH:17][cH:18][cH:19]1.[CH2:36]([O:37][CH2:38][CH:39]1[O:40][c:41]2[cH:42][c:43]([N+:44]([O-:45])=[O:46])[cH:47][c:48]([I:49])[c:50]2[O:51][CH2:52]1)[CH3:53].[CH2:54]([CH3:55])[O:56][CH2:57][CH:58]1[CH2:59][O:60][c:61]2[c:62]([cH:64][c:65]([N+:72]([O-:73])=[O:74])[cH:66][c:67]2[C:68]([F:69])([F:70])[F:71])[O:63]1.[CH3:75][N:76]([CH3:77])[CH:78]=[O:79].[Cu:80].[OH:20][CH2:21][CH:22]1[O:23][c:24]2[cH:25][c:26]([N+:27]([O-:28])=[O:29])[cH:30][c:31]([I:32])[c:33]2[O:34][CH2:35]1.[Pd:81]>>[CH2:54]([CH3:55])[O:56][CH2:57][CH:58]1[CH2:59][O:60][c:61]2[c:62]([cH:64][c:65]([NH2:72])[cH:66][c:67]2[C:68]([F:69])([F:70])[F:71])[O:63]1. The reactants are ClC=1C=C(C=C(C1)C)C=1N(C=C(N1)C(F)(F)F)C1=CC=C(C=C1)S(=O)(=O)N (4-[2-(3-chloro-5-methylphenyl)-4-(trifluoromethyl)-1H-imidazol-1-yl]benzenesulfonamide), C(C)(=O)Cl (acetyl chloride). The solvent is C(C)(=O)O (acetic acid). Yields the product ClC=1C=C(C=C(C1)C)C=1N(C=C(N1)C(F)(F)F)C1=CC=C(C=C1)S(=O)(=O)NC(C)=O (N-[[4-[2-(3-chloro-5-methylphenyl)-4-(trifluoromethyl)-1H-imidazol-1-yl]phenyl]sulfonyl]acetamide). The yield is 70.0%. As a reaction SMILES: [Cl:1][C:2]1[CH:3]=[C:4]([C:9]2[N:10]([C:18]3[CH:23]=[CH:22][C:21]([S:24]([NH2:27])(=[O:26])=[O:25])=[CH:20][CH:19]=3)[CH:11]=[C:12]([C:14]([F:17])([F:16])[F:15])[N:13]=2)[CH:5]=[C:6]([CH3:8])[CH:7]=1.[C:28](Cl)(=[O:30])[CH3:29]>C(O)(=O)C>[Cl:1][C:2]1[CH:3]=[C:4]([C:9]2[N:10]([C:18]3[CH:19]=[CH:20][C:21]([S:24]([NH:27][C:28](=[O:30])[CH3:29])(=[O:26])=[O:25])=[CH:22][CH:23]=3)[CH:11]=[C:12]([C:14]([F:16])([F:15])[F:17])[N:13]=2)[CH:5]=[C:6]([CH3:8])[CH:7]=1. Reported procedure: To a suspension of 4-[2-(3-chloro-5-methylphenyl)-4-(trifluoromethyl)-1H-imidazol-1-yl]benzenesulfonamide (0.30 g, 0.72 mmol) in 1.5 mL of acetic acid was added 1.5 mL of acetyl chloride at room temperature. The mixture was heated at reflux for 5 hours. After cooling, the reaction mixture was concentrated under vacuum and the residue was treated with ether to give 0.23 g (70%) of N-[[4-[2-(3-chloro-5-methylphenyl)-4-(trifluoromethyl)-1H-imidazol-1-yl]phenyl]sulfonyl]acetamide as a white solid: m...